This data is from the Open Reaction Database (ORD), a public repository of structured organic reaction records. The task is: describe an organic reaction: reactants, conditions, products, and yield Reactants: CC1=CC(=NN1CC(=O)N1CCN(CC1)C1=CC(=CC=C1)[N+](=O)[O-])C(F)(F)F (2-(5-methyl-3-trifluoromethyl-pyrazol-1-yl)-1-[4-(3-nitro-phenyl)-piperazin-1-yl]-ethanone). The reagents and catalysts are [Pd] (Pd/C). The solvent is C(C)O (ethanol). Run at time 2 hour. Product: NC=1C=C(C=CC1)N1CCN(CC1)C(CN1N=C(C=C1C)C(F)(F)F)=O (1-[4-(3-amino-phenyl)-piperazin-1-yl]-2-(5-methyl-3-trifluoromethyl-pyrazol-1-yl)-ethanone). The yield is 99.8%. As a reaction SMILES: [CH3:1][C:2]1[N:6]([CH2:7][C:8]([N:10]2[CH2:15][CH2:14][N:13]([C:16]3[CH:21]=[CH:20][CH:19]=[C:18]([N+:22]([O-])=O)[CH:17]=3)[CH2:12][CH2:11]2)=[O:9])[N:5]=[C:4]([C:25]([F:28])([F:27])[F:26])[CH:3]=1>C(O)C.[Pd]>[NH2:22][C:18]1[CH:17]=[C:16]([N:13]2[CH2:12][CH2:11][N:10]([C:8](=[O:9])[CH2:7][N:6]3[C:2]([CH3:1])=[CH:3][C:4]([C:25]([F:28])([F:27])[F:26])=[N:5]3)[CH2:15][CH2:14]2)[CH:21]=[CH:20][CH:19]=1. Reported procedure: To a suspension of (2-(5-methyl-3-trifluoromethyl-pyrazol-1-yl)-1-[4-(3-nitro-phenyl)-piperazin-1-yl]-ethanone (1.03 g, 2.59 mmol) in ethanol (50 mL) is added 10% Pd/C (100 mg). The reaction mixture is stirred under hydrogen (1 atm) for 2 h, and then filtered over Celite, washed with ethanol, and evaporated under pressure to give 1-[4-(3-amino-phenyl)-piperazin-1-yl]-2-(5-methyl-3-trifluoromethyl-pyrazol-1-yl)-ethanone (0.95 g, 99%). 1H-NMR (400 MHz, DMSO-d6): δ=2.21 (s, 3H), 3.01-3.09 (m, 2H), ... Starting materials: CCNCC, C=O, CCOC(=O)C(Cc1cccc(Cl)c1)C(=O)O, O. Yields the product C=C(Cc1cccc(Cl)c1)C(=O)OCC. RXN SMILES: [CH2:1]([NH:2][CH2:3][CH3:4])[CH3:5].[CH2:23]=[O:24].[CH2:6]([CH3:7])[O:8][C:9]([CH:10]([C:11]([OH:12])=[O:13])[CH2:14][c:15]1[cH:16][c:17]([Cl:21])[cH:18][cH:19][cH:20]1)=[O:22].[OH2:25]>>[CH2:6]([CH3:7])[O:8][C:9]([C:10](=[CH2:11])[CH2:14][c:15]1[cH:16][c:17]([Cl:21])[cH:18][cH:19][cH:20]1)=[O:22]. Starting materials: O=C([O-])[O-], CC(=O)[O-], CO, Clc1nnc(Cc2ccncc2)c2ccccc12, [K+], [K+], Nc1cccc(O)c1. The product is Oc1cccc(Nc2nnc(Cc3ccncc3)c3ccccc23)c1. RXN SMILES: [C:31](=[O:32])([O-:33])[O-:34].[CH3:27][C:28](=[O:29])[O-:30].[CH3:37][OH:38].[Cl:1][c:2]1[n:3][n:4][c:5]([CH2:12][c:13]2[cH:14][cH:15][n:16][cH:17][cH:18]2)[c:6]2[cH:7][cH:8][cH:9][cH:10][c:11]12.[K+:35].[K+:36].[NH2:19][c:20]1[cH:21][cH:22][cH:23][c:24]([OH:25])[cH:26]1>>[c:2]1([NH:19][c:20]2[cH:21][cH:22][cH:23][c:24]([OH:25])[cH:26]2)[n:3][n:4][c:5]([CH2:12][c:13]2[cH:14][cH:15][n:16][cH:17][cH:18]2)[c:6]2[cH:7][cH:8][cH:9][cH:10][c:11]12. Starting materials: Cl.OC=1C=C(CCN)C=CC1O (3,4-dihydroxyphenethylamine hydrochloride), C(C)OC(CN(C1=CC=NC=C1)C(=O)OCC1=CC=CC=C1)OCC (N-benzyloxycarbonyl-N-(4-pyridyl)aminoacetaldehyde diethyl acetal), Cl (hydrochloric acid). Solvent: O (water). Yields the product O.Cl.Cl.N1=CC=C(C=C1)NCC1NCCC2=CC(=C(C=C12)O)O (1-(4-pyridyl)aminomethyl-6,7-dihydroxy-1,2,3,4-tetrahydroisoquinoline dihydrochloride monohydrate). Yield: 158.0%. Reaction SMILES: [ClH:1].[OH:2][C:3]1[CH:4]=[C:5]([CH:9]=[CH:10][C:11]=1[OH:12])[CH2:6][CH2:7][NH2:8].C(O[CH:16](OCC)[CH2:17][N:18](C(OCC1C=CC=CC=1)=O)[C:19]1[CH:24]=[CH:23][N:22]=[CH:21][CH:20]=1)C.Cl>O>[OH2:2].[ClH:1].[ClH:1].[N:22]1[CH:21]=[CH:20][C:19]([NH:18][CH2:17][CH:16]2[C:9]3[C:5](=[CH:4][C:3]([OH:2])=[C:11]([OH:12])[CH:10]=3)[CH2:6][CH2:7][NH:8]2)=[CH:24][CH:23]=1 |f:0.1,5.6.7.8|. Reported procedure: A solution of 3,4-dihydroxyphenethylamine hydrochloride (0.53 g.), N-benzyloxycarbonyl-N-(4-pyridyl)aminoacetaldehyde diethyl acetal (1.2 g.) and conc. hydrochloric acid (1 ml.) in water (6 ml.) was refluxed for 8 hours at 100° C. The reaction mixture was concentrated under reduced pressure and the crystalline residue was recrystallized from a mixture of methanol and ether to give 1-(4-pyridyl)aminomethyl-6,7-dihydroxy-1,2,3,4-tetrahydroisoquinoline dihydrochloride monohydrate (0.8 g.), mp 172° ...